From a dataset of the Open Reaction Database (ORD), a public repository of structured organic reaction records. describe an organic reaction: reactants, conditions, products, and yield The reactants are C1(=CC=CC=C1)C(=C)O[Si](C)(C)C (1-phenyl-1-(trimethylsilyloxy)ethylene), diethyl ester, C(C)(CC)C1=C(C=CC=C1)SC(C(=O)O)C(=O)O ([(2-sec-butylphenyl)thio]propanedioic acid). Yields the product C(C)(CC)C1=C(C=CC=C1)SC=1C(OC(=CC1O)C1=CC=CC=C1)=O (3-[ (2-sec-Butylphenyl)thio]-4-hydroxy-6-phenyl-2H-pyran-2-one). RXN SMILES: [C:1]1([C:7]([O:9][Si](C)(C)C)=[CH2:8])[CH:6]=[CH:5][CH:4]=[CH:3][CH:2]=1.[CH:14]([C:18]1[CH:23]=[CH:22][CH:21]=[CH:20][C:19]=1[S:24][CH:25]([C:29](O)=[O:30])[C:26](O)=[O:27])([CH2:16][CH3:17])[CH3:15]>>[CH:14]([C:18]1[CH:23]=[CH:22][CH:21]=[CH:20][C:19]=1[S:24][C:25]1[C:26](=[O:27])[O:9][C:7]([C:1]2[CH:6]=[CH:5][CH:4]=[CH:3][CH:2]=2)=[CH:8][C:29]=1[OH:30])([CH2:16][CH3:17])[CH3:15]. Procedure details: The title compound was prepared by Method A using 1-phenyl-1-(trimethylsilyloxy)ethylene (1.0 g, 6.17 mmol) and diethyl ester of [(2-sec-butylphenyl)thio]propanedioic acid (1.0 g, 3.09 mmol). m.p. 170-171° C.; 1H NMR (400 MHz, DMSO-d6) δ0.86(t, 3H), 1.22 (d, 3H), 1.57 (m, 1H), 1.67 (m, 1H), 3.22 (m, 1H), 6.89 (s, 1H), 6.97 (d, 1H), 7.06 (t, 1H), 7.13 (t, 1H), 7.22 (d, 1H), 7.56 (m, 3H), 7.86 (m, 2H).